Dataset: the Open Reaction Database (ORD), a public repository of structured organic reaction records. Task: describe an organic reaction: reactants, conditions, products, and yield Reactants: C=CC(F)(F)Br, Cc1noc(-c2ccc(Br)cc2)c1C=O, [I-], [In], [Na+], CN(C)C=O. Product: C=CC(F)(F)C(O)c1c(C)noc1-c1ccc(Br)cc1. RXN SMILES: [Br:16][C:17]([CH:18]=[CH2:19])([F:20])[F:21].[Br:1][c:2]1[cH:3][cH:4][c:5](-[c:8]2[c:9]([CH:14]=[O:15])[c:10]([CH3:13])[n:11][o:12]2)[cH:6][cH:7]1.[I-:24].[In:22].[Na+:23].[O:25]=[CH:26][N:27]([CH3:28])[CH3:29]>>[Br:1][c:2]1[cH:3][cH:4][c:5](-[c:8]2[c:9]([CH:14]([OH:15])[C:17]([CH:18]=[CH2:19])([F:20])[F:21])[c:10]([CH3:13])[n:11][o:12]2)[cH:6][cH:7]1. Starting materials: C(C1=CC=CC=C1)N1CC(CCC1)(O)C1=CNC2=NC=CC=C21 (1-Benzyl-3-(1H-pyrrolo[2,3-b]pyridin-3-yl)-piperidin-3-ol), C(=O)[O-].[NH4+] (ammonium formate). Reagents/catalysts: [OH-].[OH-].[Pd+2] (Pd(OH)2/C). Run in CO (MeOH). Yields the product N1C=C(C=2C1=NC=CC2)C2(CNCCC2)O (3-(1H-Pyrrolo[2,3-b]pyridin-3-yl)-piperidin-3-ol). Isolated yield 88.5%. Reaction SMILES: C([N:8]1[CH2:13][CH2:12][CH2:11][C:10]([C:15]2[C:23]3[C:18](=[N:19][CH:20]=[CH:21][CH:22]=3)[NH:17][CH:16]=2)([OH:14])[CH2:9]1)C1C=CC=CC=1.C([O-])=O.[NH4+]>CO.[OH-].[OH-].[Pd+2]>[NH:17]1[C:18]2=[N:19][CH:20]=[CH:21][CH:22]=[C:23]2[C:15]([C:10]2([OH:14])[CH2:11][CH2:12][CH2:13][NH:8][CH2:9]2)=[CH:16]1 |f:1.2,4.5.6|. Reported procedure: Compound 3 (2.4 g, 7.8 mmol), 1.5 g ammonium formate (23.8 mmol) and 20% Pd(OH)2/C (240 mg) were combined in MeOH (50 ml) and warmed to reflux for 2 hours. The mixture was cooled, filtered, concentrated and re-dissolved in MeOH. Filtration over 25 g SCX-2 (MeOH followed by 1 N NH3/MeOH) gave the title compound (1.5 g, 6.9 mmol, 88%) as amorphous material. 1H-NMR (400 MHz, D6DMSO): δ 11.3 (bs, 1H), 8.17-8.13 (m, 2H), 7.24 (s, 1H), 7.0-6.95 (m, 1H), 3.0-2.89 (m, 2H), 2.85 (d, J=13 Hz, 1H), 2.6-2.5... The reactants are CO.C(Cl)Cl (MeOH DCM), N1(CCOCC1)CCNC1=NOC2=C1C=CC(=C2)O (3-[[2-(4-Morpholinyl)ethyl]amino]-1,2-benzisoxazol-6-ol), N12CCCCCC2=NCCC1 (1,8-diazabicyclo[5.4.0]undec-7-ene), CN(C(=O)Cl)C (dimethylcarbamyl chloride). The solvent is ClCCCl (1,2-dichloroethane). The product is CN(C(OC1=CC2=C(C(=NO2)NCCN2CCOCC2)C=C1)=O)C (3-[[2-(4-Morpholinyl)ethyl]amino]-1,2-benzisoxazol-6-yl dimethylcarbamate). Isolated yield 26.2%. As a reaction SMILES: [N:1]1([CH2:7][CH2:8][NH:9][C:10]2[C:14]3[CH:15]=[CH:16][C:17]([OH:19])=[CH:18][C:13]=3[O:12][N:11]=2)[CH2:6][CH2:5][O:4][CH2:3][CH2:2]1.N12CCCN=C1CCCCC2.[CH3:31][N:32]([CH3:36])[C:33](Cl)=[O:34].CO.C(Cl)Cl>ClCCCl>[CH3:31][N:32]([CH3:36])[C:33](=[O:34])[O:19][C:17]1[CH:16]=[CH:15][C:14]2[C:10]([NH:9][CH2:8][CH2:7][N:1]3[CH2:6][CH2:5][O:4][CH2:3][CH2:2]3)=[N:11][O:12][C:13]=2[CH:18]=1 |f:3.4|. Procedure details: To a stirred solution of 3-[[2-(4-morpholinyl(ethyl]amino]-1,2-benzisoxazol-6-ol (Example 9) (1.5 g) and 1,8-diazabicyclo[5.4.0]undec-7-ene (0.13 g) in 1,2-dichloroethane (40 ml) was added dimethylcarbamyl chloride (0.65 g). The mixture was refluxed for 24 hours under N2. TLC (silica gel, 10% MeOH/DCM) showed no starting material. The reaction was filtered and the filtrate concentrated in vacuo. Flash chromatography (silica gel) eluting with 5% acetone/5% MeOH/CH2Cl2 provided a residue which upo... Starting materials: C(C)(=O)C1=C(C(=C(OCCOC=2C=C(C(=O)O)C=CC2)C=C1)CCC)O (3-[2-(4-acetyl-3hydroxy-2propylphenoxy)ethoxy]benzoic acid), N1=CC(=CC=C1)CCCCN (3-pyridine butanamine). Yields the product C(C)(=O)C1=C(C(=C(OCCOC=2C=C(C(=O)NCCCCC=3C=NC=CC3)C=CC2)C=C1)CCC)O (3-[2-(4-Acetyl-3-hydroxy-2-propylphenoxy)ethoxy]-N-[4-(3-pyridinyl)butyl]benzamide). Isolated yield 83.0%. RXN SMILES: [C:1]([C:4]1[CH:22]=[CH:21][C:7]([O:8][CH2:9][CH2:10][O:11][C:12]2[CH:13]=[C:14]([CH:18]=[CH:19][CH:20]=2)[C:15](O)=[O:16])=[C:6]([CH2:23][CH2:24][CH3:25])[C:5]=1[OH:26])(=[O:3])[CH3:2].[N:27]1[CH:32]=[CH:31][CH:30]=[C:29]([CH2:33][CH2:34][CH2:35][CH2:36][NH2:37])[CH:28]=1>>[C:1]([C:4]1[CH:22]=[CH:21][C:7]([O:8][CH2:9][CH2:10][O:11][C:12]2[CH:13]=[C:14]([CH:18]=[CH:19][CH:20]=2)[C:15]([NH:37][CH2:36][CH2:35][CH2:34][CH2:33][C:29]2[CH:28]=[N:27][CH:32]=[CH:31][CH:30]=2)=[O:16])=[C:6]([CH2:23][CH2:24][CH3:25])[C:5]=1[OH:26])(=[O:3])[CH3:2]. Reported procedure: The reaction of 1.06 g of 3-[2-(4-acetyl-3hydroxy-2propylphenoxy)ethoxy]benzoic acid with 0.49 g of 3-pyridine butanamine according to Example 40 gave 1.20 g, mp 90°, (83% yield) of 3-[2-(4-Acetyl-3-hydroxy-2-propylphenoxy)ethoxy]-N-[4-(3-pyridinyl)butyl]benzamide, the title compound. The reactants are N1=CC=CC=C1 (pyridine), C(C#CCCCCC)O (2-octyne-1-ol), P(Br)(Br)Br (phosphorus tribromide). The solvent is [Cl-].[Na+].O (brine), CCOCC (ether). Conditions: time 1 hour. The product is BrCC#CCCCCC (1-bromo-2-octyne). The yield is 193.5%. Reaction SMILES: N1C=CC=CC=1.[CH2:7](O)[C:8]#[C:9][CH2:10][CH2:11][CH2:12][CH2:13][CH3:14].P(Br)(Br)[Br:17]>CCOCC.[Cl-].[Na+].O>[Br:17][CH2:7][C:8]#[C:9][CH2:10][CH2:11][CH2:12][CH2:13][CH3:14] |f:4.5.6|. Procedure: Under argon atmosphere, anhydrous pyridine (0.4 ml, 4.9 mmol) was added to a solution of 2-octyne-1-ol (9.4658 g, 75.0 mmol) in anhydrous ether (50 ml). To the mixture was added dropwise phosphorus tribromide (2.35 ml, 25.0 mmol) at -30° to -35° C. and the mixture was stirred at the same temperature for one hour and then stirred for one hour at room temperature under argon atmosphere. To the resulting mixture was added brine (100 ml), and the mixture was then extracted with ether (50 ml×4). The ...